The task is: describe an organic reaction: reactants, conditions, products, and yield. This data is from the Open Reaction Database (ORD), a public repository of structured organic reaction records. Starting materials: C(C)(=O)OC1=CC=C(C=C1)OC[C@H](C)NC(=O)OC(C)(C)C (4-({(2S)-2-[(tert-butoxycarbonyl)amino]propyl}oxy)phenyl acetate), C([O-])([O-])=O.[K+].[K+] (potassium carbonate). Solvent: CO (methanol). Conditions: time 3 day. Product: OC1=CC=C(OC[C@H](C)NC(OC(C)(C)C)=O)C=C1 (tert-butyl [(1S)-2-(4-hydroxyphenoxy)-1-methylethyl]carbamate). The yield is 67.0%. Reaction SMILES: C([O:4][C:5]1[CH:10]=[CH:9][C:8]([O:11][CH2:12][C@@H:13]([NH:15][C:16]([O:18][C:19]([CH3:22])([CH3:21])[CH3:20])=[O:17])[CH3:14])=[CH:7][CH:6]=1)(=O)C.C(=O)([O-])[O-].[K+].[K+]>CO>[OH:4][C:5]1[CH:6]=[CH:7][C:8]([O:11][CH2:12][C@@H:13]([NH:15][C:16](=[O:17])[O:18][C:19]([CH3:20])([CH3:21])[CH3:22])[CH3:14])=[CH:9][CH:10]=1 |f:1.2.3|. Procedure details: A mixture of 4-({(2S)-2-[(tert-butoxycarbonyl)amino]propyl}oxy)phenyl acetate (70 g), potassium carbonate (156 g) and methanol (800 mL) was stirred at room temperature for 3 days. The reaction mixture was concentrated under reduced pressure, and the obtained residue was neutralized with aqueous citric acid solution, and diluted with ethyl acetate. The organic layer was washed with saturated brine and dried over anhydrous magnesium sulfate. The solvent was evaporated under reduced pressure to giv... The reactants are FC(F)(F)c1cccc(N2CCN(CCCl)CC2)c1, Cl, [H-], [H][H], [Na+], CN(C)C=O, O=C1CCCc2[nH]ccc21. The product is O=C1CCCc2c1ccn2CCN1CCN(c2cccc(C(F)(F)F)c2)CC1. RXN SMILES: [Cl:15][CH2:16][CH2:17][N:18]1[CH2:19][CH2:20][N:21]([c:24]2[cH:25][c:26]([C:30]([F:31])([F:32])[F:33])[cH:27][cH:28][cH:29]2)[CH2:22][CH2:23]1.[ClH:34].[H-:1].[H:13][H:14].[Na+:2].[O:35]=[CH:36][N:37]([CH3:38])[CH3:39].[nH:3]1[cH:4][cH:5][c:6]2[c:11]1[CH2:10][CH2:9][CH2:8][C:7]2=[O:12]>>[n:3]1([CH2:16][CH2:17][N:18]2[CH2:19][CH2:20][N:21]([c:24]3[cH:25][c:26]([C:30]([F:31])([F:32])[F:33])[cH:27][cH:28][cH:29]3)[CH2:22][CH2:23]2)[cH:4][cH:5][c:6]2[c:11]1[CH2:10][CH2:9][CH2:8][C:7]2=[O:12]. Reactants: C1(=CC=C(C=C1)C(=O)Cl)C (p-toluoyl chloride), III, N1CCC(CC1)CNC(C1=CC=C(C=C1)C)=O (N-(4-piperidinylmethyl)-p-methylbenzamide), II. Yields the product N1=CC=C(C=C1)CNC(C1=CC=C(C=C1)C)=O (N-(4-pyridylmethyl)-p-methylbenzamide). Yield: 87.7%. As a reaction SMILES: C1(C)C=CC(C(Cl)=O)=CC=1.[NH:11]1[CH2:16][CH2:15][CH:14]([CH2:17][NH:18][C:19](=[O:27])[C:20]2[CH:25]=[CH:24][C:23]([CH3:26])=[CH:22][CH:21]=2)[CH2:13][CH2:12]1>>[N:11]1[CH:16]=[CH:15][C:14]([CH2:17][NH:18][C:19](=[O:27])[C:20]2[CH:21]=[CH:22][C:23]([CH3:26])=[CH:24][CH:25]=2)=[CH:13][CH:12]=1. Procedure details: N-(4-pyridylmethyl)-p-methylbenzamide was synthesized from p-toluoyl chloride and 4-pryidylmethylamine in the same manner as employed in Example 1 above. The pure product has a melting point 142.7° C., yield of 87.7%. The intermediate product was converted to pure N-(4-piperidinylmethyl)-p-methylbenzamide as previously described (Example 1); melting point 226.6° C., yield 70.7%, and evaluated according to Tables I, II, and III. Reactants: C(C)(C)(C)[Si](Cl)(C1=CC=CC=C1)C1=CC=CC=C1 (tert-butyldiphenylchlorosilane), C1CCC2=NCCCN2CC1 (DBU), C1C(CC2=CC=CC=C12)=O (2-indanone). The solvent is CCOCC (Et2O), C1=CC=CC=C1 (benzene). Conditions: time 8 hour. Yields the product O([Si](C1=CC=CC=C1)(C1=CC=CC=C1)C(C)(C)C)C=1CC2=CC=CC=C2C1 (2-(tert-butyldiphenylsiloxy)indene). Yield: 74.1%. Reaction SMILES: [C:1]([Si:5]([C:13]1[CH:18]=[CH:17][CH:16]=[CH:15][CH:14]=1)([C:7]1[CH:12]=[CH:11][CH:10]=[CH:9][CH:8]=1)Cl)([CH3:4])([CH3:3])[CH3:2].C1CCN2C(=NCCC2)CC1.[CH2:30]1[C:38]2[C:33](=[CH:34][CH:35]=[CH:36][CH:37]=2)[CH2:32][C:31]1=[O:39]>C1C=CC=CC=1.CCOCC>[O:39]([C:31]1[CH2:32][C:33]2[C:38]([CH:30]=1)=[CH:37][CH:36]=[CH:35][CH:34]=2)[Si:5]([C:1]([CH3:4])([CH3:3])[CH3:2])([C:13]1[CH:18]=[CH:17][CH:16]=[CH:15][CH:14]=1)[C:7]1[CH:12]=[CH:11][CH:10]=[CH:9][CH:8]=1. Reported procedure: To a solution of tert-butyldiphenylchlorosilane (42.43 g, 154.4 mmol) and DBU (25.64 g, 168.4 mmol) in benzene (200 mL) was added 2-indanone (18.38 g, 139.1 mmol) in one portion. The reaction mixture was stirred overnight, diluted with Et2O (200 mL), washed with 10% HCl (2×200 mL) and water (2×200 mL) and dried over sodium sulfate. The solvents were evaporated to leave a dark brown oil. Distillation under reduced pressure gave 38.22 g (74.1%) of the title compound as a yellow oil (bp. 172-175° C... The reactants are Cn1cc(Br)cc(Br)c1=O, O=C([O-])[O-], CCOC(C)=O, [Cs+], [Cs+], CC(C)(C)OC(=O)N1CCN(c2ccc(N)nc2)CC1, C1COCCO1, O=C(C=Cc1ccccc1)C=Cc1ccccc1, O=C(C=Cc1ccccc1)C=Cc1ccccc1, O=C(C=Cc1ccccc1)C=Cc1ccccc1, [Pd], [Pd]. Yields the product Cn1cc(Br)cc(Nc2ccc(N3CCN(C(=O)OC(C)(C)C)CC3)cn2)c1=O. As a reaction SMILES: [Br:21][c:22]1[c:23](=[O:30])[n:24]([CH3:29])[cH:25][c:26]([Br:28])[cH:27]1.[C:31](=[O:32])([O-:33])[O-:34].[CH3:99][CH2:100][O:101][C:102](=[O:103])[CH3:104].[Cs+:35].[Cs+:36].[NH2:1][c:2]1[cH:3][cH:4][c:5]([N:8]2[CH2:9][CH2:10][N:11]([C:14](=[O:15])[O:16][C:17]([CH3:18])([CH3:19])[CH3:20])[CH2:12][CH2:13]2)[cH:6][n:7]1.[O:37]1[CH2:38][CH2:39][O:40][CH2:41][CH2:42]1.[O:45]=[C:46]([CH:47]=[CH:48][c:49]1[cH:50][cH:51][cH:52][cH:53][cH:54]1)[CH:55]=[CH:56][c:57]1[cH:58][cH:59][cH:60][cH:61][cH:62]1.[O:63]=[C:64]([CH:65]=[CH:66][c:67]1[cH:68][cH:69][cH:70][cH:71][cH:72]1)[CH:73]=[CH:74][c:75]1[cH:76][cH:77][cH:78][cH:79][cH:80]1.[O:81]=[C:82]([CH:83]=[CH:84][c:85]1[cH:86][cH:87][cH:88][cH:89][cH:90]1)[CH:91]=[CH:92][c:93]1[cH:94][cH:95][cH:96][cH:97][cH:98]1.[Pd:43].[Pd:44]>>[NH:1]([c:2]1[cH:3][cH:4][c:5]([N:8]2[CH2:9][CH2:10][N:11]([C:14](=[O:15])[O:16][C:17]([CH3:18])([CH3:19])[CH3:20])[CH2:12][CH2:13]2)[cH:6][n:7]1)[c:22]1[c:23](=[O:30])[n:24]([CH3:29])[cH:25][c:26]([Br:28])[cH:27]1. Reactants: [H-].[Na+] (Sodium hydride), C(#N)C1=CC(=NC(=C1)Cl)Cl (4-cyano-2,6-dichloropyridine), FC(C=1C=C(C=CC1)O)(F)F (meta-trifluoromethyl phenol), resultant solution. The solvent is CN1C(CCC1)=O (N-methyl-2-pyrrolidinone). Product: C(#N)C1=CC(=NC(=C1)OC1=CC(=CC=C1)C(F)(F)F)OC1=CC(=CC=C1)C(F)(F)F (4-cyano-2,6-di(meta-trifluoromethylphenoxy)-pyridine). RXN SMILES: [H-].[Na+].[F:3][C:4]([F:13])([F:12])[C:5]1[CH:6]=[C:7]([OH:11])[CH:8]=[CH:9][CH:10]=1.[C:14]([C:16]1[CH:21]=[C:20](Cl)[N:19]=[C:18](Cl)[CH:17]=1)#[N:15]>CN1CCCC1=O>[C:14]([C:16]1[CH:21]=[C:20]([O:11][C:7]2[CH:8]=[CH:9][CH:10]=[C:5]([C:4]([F:12])([F:13])[F:3])[CH:6]=2)[N:19]=[C:18]([O:11][C:7]2[CH:8]=[CH:9][CH:10]=[C:5]([C:4]([F:3])([F:12])[F:13])[CH:6]=2)[CH:17]=1)#[N:15] |f:0.1|. Procedure: Sodium hydride (0.31 g (ca. 60% in mineral oil), 0.0035×2.2 mol) was suspended in 20 ml of N-methyl-2-pyrrolidinone, then meta-trifluoromethyl phenol (1.24 g, 0.0035×2.2 mol) was added thereto, and the resultant solution was heated to about 60° C. and stirred for several minutes. After allowed to cool to room temperature, to the reaction solution was added 4-cyano-2,6-dichloropyridine (0.60 g, 0.0035 mol), and then the mixture was allowed to react for 1 hour at about 90° C. The product is CC(C)Nc1nc(C(F)(F)F)c(C(=O)OCc2ccccc2)s1. Reaction SMILES: [CH2:28]([O:29][CH2:30][CH3:31])[CH3:32].[CH3:1][C:2]#[N:3].[CH:4]([CH3:5])([CH3:6])[NH2:7].[Cl:8][c:9]1[s:10][c:11]([C:18](=[O:19])[O:20][CH2:21][c:22]2[cH:23][cH:24][cH:25][cH:26][cH:27]2)[c:12]([C:14]([F:15])([F:16])[F:17])[n:13]1>>[CH:4]([CH3:5])([CH3:6])[NH:7][c:9]1[s:10][c:11]([C:18](=[O:19])[O:20][CH2:21][c:22]2[cH:23][cH:24][cH:25][cH:26][cH:27]2)[c:12]([C:14]([F:15])([F:16])[F:17])[n:13]1. The reactants are CCOCC, CC#N, CC(C)N, O=C(OCc1ccccc1)c1sc(Cl)nc1C(F)(F)F. Starting materials: C(=O)(OCC1=CC=CC=C1)N[C@@H](CC1=CC=C(C=C1)O)C(=O)O (N-CBZ-L-tyrosine), [H-].[Na+] (NaH), BrCCCCCBr (1,5-dibromopentane), crude product. The solvent is CO (methanol). Run at time 0.5 hour. Product: C(C1=CC=CC=C1)OC(=O)NC(C(=O)O)CC1=CC=C(C=C1)OCCCCCBr (2-(N-Benzyloxycarbonylamino)-3-[4-(5-bromopentyloxy)phenyl]propionic acid). Yield: 24.3%. RXN SMILES: [C:1]([NH:11][C@H:12]([C:21]([OH:23])=[O:22])[CH2:13][C:14]1[CH:19]=[CH:18][C:17]([OH:20])=[CH:16][CH:15]=1)([O:3][CH2:4][C:5]1[CH:10]=[CH:9][CH:8]=[CH:7][CH:6]=1)=[O:2].[H-].[Na+].[Br:26][CH2:27][CH2:28][CH2:29][CH2:30][CH2:31]Br>CO>[CH2:4]([O:3][C:1]([NH:11][CH:12]([CH2:13][C:14]1[CH:15]=[CH:16][C:17]([O:20][CH2:31][CH2:30][CH2:29][CH2:28][CH2:27][Br:26])=[CH:18][CH:19]=1)[C:21]([OH:23])=[O:22])=[O:2])[C:5]1[CH:6]=[CH:7][CH:8]=[CH:9][CH:10]=1 |f:1.2|. Procedure: N-CBZ-L-tyrosine (2.06 g, 5.86 mmole) was treated with NaH (0.58 g, 12.08 mmole) and 1,5-dibromopentane (0.8 ml, 5.87 mmole) as described for 1-1 in Example 1. The crude product was dissolved in methanol and after stirring with silica gel for 0.5 hour, the solvent was removed. This was dry packed and eluted on a flash column with CHCl3 and then with 97:3:0.3 CHCl3 /CH3OH/HOAc to give pure 1-10 (0.66 g). Reactants: N#CN1CCC2(CC1)C(=O)c1cc(F)ccc1Sc1ccccc12, CC(=O)O, Cl. Yields the product Cl, O=C1c2cc(F)ccc2Sc2ccccc2C12CCNCC2. As a reaction SMILES: [C:1](#[N:2])[N:3]1[CH2:4][CH2:5][C:6]2([C:7](=[O:22])[c:8]3[c:9]([cH:17][cH:18][c:19]([F:21])[cH:20]3)[S:10][c:11]3[c:12]2[cH:13][cH:14][cH:15][cH:16]3)[CH2:23][CH2:24]1.[CH3:26][C:27](=[O:28])[OH:29].[ClH:25]>>[ClH:25].[NH:3]1[CH2:4][CH2:5][C:6]2([C:7](=[O:22])[c:8]3[c:9]([cH:17][cH:18][c:19]([F:21])[cH:20]3)[S:10][c:11]3[c:12]2[cH:13][cH:14][cH:15][cH:16]3)[CH2:23][CH2:24]1.